describe an organic reaction: reactants, conditions, products, and yield From a dataset of the Open Reaction Database (ORD), a public repository of structured organic reaction records. The reactants are C(C)OCC (diethylether), C(C=C)(=O)Cl (acryloyl chloride), OCCCCCCOC1=CC=C(C=C1)CCC1=CC=C(C=C1)O (4-{2-[4-(6-Hydroxy-hexyloxy)-phenyl]-ethyl}-phenol), CN(C1=CC=CC=C1)C (N,N-dimethylaniline). The solvent is O1CCCC1 (tetrahydrofuran). Conditions: time 3 hour. Product: C(C=C)(=O)OCCCCCCOC1=CC=C(C=C1)CCC1=CC=C(C=C1)O (4-{2-[4-(6-acryloyloxy-hexyloxy)-phenyl]-ethyl}-phenol). Yield: 64.0%. RXN SMILES: [C:1](Cl)(=[O:4])[CH:2]=[CH2:3].[OH:6][CH2:7][CH2:8][CH2:9][CH2:10][CH2:11][CH2:12][O:13][C:14]1[CH:19]=[CH:18][C:17]([CH2:20][CH2:21][C:22]2[CH:27]=[CH:26][C:25]([OH:28])=[CH:24][CH:23]=2)=[CH:16][CH:15]=1.CN(C)C1C=CC=CC=1.C(OCC)C>O1CCCC1>[C:1]([O:6][CH2:7][CH2:8][CH2:9][CH2:10][CH2:11][CH2:12][O:13][C:14]1[CH:19]=[CH:18][C:17]([CH2:20][CH2:21][C:22]2[CH:23]=[CH:24][C:25]([OH:28])=[CH:26][CH:27]=2)=[CH:16][CH:15]=1)(=[O:4])[CH:2]=[CH2:3]. Reported procedure: 0.8 ml of acryloyl chloride was added to a solution of 2.2 g of 4-{2-[4-(6-Hydroxy-hexyloxy)-phenyl]-ethyl}-phenol (L) and 1.23 ml of N,N-dimethylaniline in 20 ml of tetrahydrofuran, cooled in an icebath. The mixture was stirred for 3 hours at room temperature. 40 ml of diethylether was added which was extracted twice with 20 ml of 2.4N hydrochloric acid and once with 20 ml of brine. It was dried over magnesium sulphate and evaporated. 1.65 g of 4-{2-[4-(6-acryloyloxy-hexyloxy)-phenyl]-ethyl}-ph... As a reaction SMILES: [NH2:1][C:2]1[CH:15]=[CH:14][C:13]([Cl:16])=[CH:12][C:3]=1[C:4]([NH:6][C:7]1[NH:11][N:10]=[N:9][N:8]=1)=[O:5].[CH2:17](OC(OCC)OCC)C>>[Cl:16][C:13]1[CH:12]=[C:3]2[C:2](=[CH:15][CH:14]=1)[N:1]=[CH:17][N:6]([C:7]1[NH:11][N:10]=[N:9][N:8]=1)[C:4]2=[O:5]. Reported procedure: A suspension of 2.73 g of 2-amino-5-chloro-N-(1H-tetrazol-5-yl)benzamide in 9 ml of triethoxymethane was refluxed for 4.5 hours to give 6-chloro-3-(1H-tetrazol-5-yl)-4(3H)-quinazolinone melting at about 241° C. (dec). The product is ClC=1C=C2C(N(C=NC2=CC1)C1=NN=NN1)=O (6-chloro-3-(1H-tetrazol-5-yl)-4(3H)-quinazolinone). Starting materials: NC1=C(C(=O)NC2=NN=NN2)C=C(C=C1)Cl (2-amino-5-chloro-N-(1H-tetrazol-5-yl)benzamide), C(C)OC(OCC)OCC (triethoxymethane). Reactants: CCO, Cc1ccc(S(=O)(=O)n2cc(N3CCN(c4cnccc4C)C3=O)c3ccccc32)cc1, [Na+], [OH-]. Yields the product Cc1ccncc1N1CCN(c2c[nH]c3ccccc23)C1=O. RXN SMILES: [CH3:35][CH2:36][OH:37].[CH3:3][c:4]1[c:5]([N:10]2[C:11](=[O:34])[N:12]([c:15]3[cH:16][n:17]([S:24]([c:25]4[cH:26][cH:27][c:28]([CH3:29])[cH:30][cH:31]4)(=[O:32])=[O:33])[c:18]4[cH:19][cH:20][cH:21][cH:22][c:23]34)[CH2:13][CH2:14]2)[cH:6][n:7][cH:8][cH:9]1.[Na+:2].[OH-:1]>>[CH3:3][c:4]1[c:5]([N:10]2[C:11](=[O:34])[N:12]([c:15]3[cH:16][nH:17][c:18]4[cH:19][cH:20][cH:21][cH:22][c:23]34)[CH2:13][CH2:14]2)[cH:6][n:7][cH:8][cH:9]1. Starting materials: CCN=C=NCCCN(C)C, COc1ccc2c(c1)C(C)(C)CNC2, O=CO, ClCCl, Cl. Yields the product COc1ccc2c(c1)C(C)(C)CN(C=O)C2. RXN SMILES: [CH3:19][N:20]([CH3:21])[CH2:22][CH2:23][CH2:24][N:25]=[C:26]=[N:27][CH2:28][CH3:29].[CH3:1][O:2][c:3]1[cH:4][c:5]2[c:10]([cH:11][cH:12]1)[CH2:9][NH:8][CH2:7][C:6]2([CH3:13])[CH3:14].[CH:15](=[O:16])[OH:17].[Cl:30][CH2:31][Cl:32].[ClH:18]>>[CH3:1][O:2][c:3]1[cH:4][c:5]2[c:10]([cH:11][cH:12]1)[CH2:9][N:8]([CH:15]=[O:16])[CH2:7][C:6]2([CH3:13])[CH3:14]. The reactants are Cc1cc2cc(Nc3ccnc4cc(Br)sc34)ccc2[nH]1, O=Cc1ccc(B(O)O)cc1. The product is Cc1cc2cc(Nc3ccnc4cc(-c5ccc(C=O)cc5)sc34)ccc2[nH]1. RXN SMILES: [Br:12][c:13]1[cH:14][c:15]2[n:16][cH:17][cH:18][c:19]([NH:22][c:23]3[cH:24][c:25]4[cH:26][c:27]([CH3:32])[nH:28][c:29]4[cH:30][cH:31]3)[c:20]2[s:21]1.[CH:1](=[O:2])[c:3]1[cH:4][cH:5][c:6]([B:9]([OH:10])[OH:11])[cH:7][cH:8]1>>[CH:1](=[O:2])[c:3]1[cH:4][cH:5][c:6](-[c:13]2[cH:14][c:15]3[n:16][cH:17][cH:18][c:19]([NH:22][c:23]4[cH:24][c:25]5[cH:26][c:27]([CH3:32])[nH:28][c:29]5[cH:30][cH:31]4)[c:20]3[s:21]2)[cH:7][cH:8]1.